Dataset: the Open Reaction Database (ORD), a public repository of structured organic reaction records. Task: describe an organic reaction: reactants, conditions, products, and yield The product is C(C=C)O[C@@H]1C[C@@H](C2=CC(=CC=C12)OC)NC[C@H]([C@H](CC1=CC(=CC(=C1)Cl)Cl)NC([C@H](CC=C)N(C([C@H](CCCC)C)=O)C)=O)O ((S)-N-((S)-1-((2S,3R)-4-((1S,3R)-3-(allyloxy)-6-methoxy-2,3-dihydro-1H-inden-1-ylamino)-1-(3,5-dichloro-phenyl)-3-hydroxybutan-2-ylamino)-1-oxopent-4-en-2-yl)-N,2-dimethylhexan-amide). The reactants are ( 1 ), ( 1 ), CN(C([C@H](CCCC)C)=O)[C@H](C(=O)O)CC=C ((S)-2-((S)-N,2-Dimethylhexanamido)pent-4-enoic acid), C(C=C)O[C@@H]1C[C@@H](C2=CC(=CC=C12)OC)NC[C@H]([C@H](CC1=CC(=CC(=C1)Cl)Cl)N)O ((2R,3S)-1-((1S,3R)-3-(allyloxy)-6-methoxy-2,3-dihydro-1H-inden-1-ylamino)-3-amino-4-(3,5-dichloro-phenyl)butan-2-ol). Procedure: Step DO (1): (S)-2-((S)-N,2-Dimethylhexanamido)pent-4-enoic acid (26.5 mg, 0.11 mmoles, diastereomer A from Preparation D) and (2R,3S)-1-((1S,3R)-3-(allyloxy)-6-methoxy-2,3-dihydro-1H-inden-1-ylamino)-3-amino-4-(3,5-dichloro-phenyl)butan-2-ol (47 mg, from Preparation BG) were coupled by a procedure analogous to Step DL (1) to afford 29.5 mg of (S)-N-((S)-1-((2S,3R)-4-((1S,3R)-3-(allyloxy)-6-methoxy-2,3-dihydro-1H-inden-1-ylamino)-1-(3,5-dichloro-phenyl)-3-hydroxybutan-2-ylamino)-1-oxopent-4-en-2... RXN SMILES: [CH3:1][N:2]([C@@H:11]([CH2:15][CH:16]=[CH2:17])[C:12]([OH:14])=O)[C:3](=[O:10])[C@@H:4]([CH3:9])[CH2:5][CH2:6][CH2:7][CH3:8].[CH2:18]([O:21][C@H:22]1[C:30]2[C:25](=[CH:26][C:27]([O:31][CH3:32])=[CH:28][CH:29]=2)[C@@H:24]([NH:33][CH2:34][C@@H:35]([OH:47])[C@@H:36]([NH2:46])[CH2:37][C:38]2[CH:43]=[C:42]([Cl:44])[CH:41]=[C:40]([Cl:45])[CH:39]=2)[CH2:23]1)[CH:19]=[CH2:20]>>[CH2:18]([O:21][C@H:22]1[C:30]2[C:25](=[CH:26][C:27]([O:31][CH3:32])=[CH:28][CH:29]=2)[C@@H:24]([NH:33][CH2:34][C@@H:35]([OH:47])[C@@H:36]([NH:46][C:12](=[O:14])[C@@H:11]([N:2]([CH3:1])[C:3](=[O:10])[C@@H:4]([CH3:9])[CH2:5][CH2:6][CH2:7][CH3:8])[CH2:15][CH:16]=[CH2:17])[CH2:37][C:38]2[CH:39]=[C:40]([Cl:45])[CH:41]=[C:42]([Cl:44])[CH:43]=2)[CH2:23]1)[CH:19]=[CH2:20]. Starting materials: O=C1OC(=O)C2=C1CCCC2, CC(C)=O, Nc1ccc(Cl)cc1F. Yields the product O=C(O)C1=C(C(=O)Nc2ccc(Cl)cc2F)CCCC1. Reaction SMILES: [C:1]1(=[O:11])[C:2]2=[C:3]([C:4](=[O:5])[O:6]1)[CH2:7][CH2:8][CH2:9][CH2:10]2.[CH3:21][C:22](=[O:23])[CH3:24].[F:12][c:13]1[c:14]([NH2:15])[cH:16][cH:17][c:18]([Cl:20])[cH:19]1>>[C:1]([C:2]1=[C:3]([C:4](=[O:5])[NH:15][c:14]2[c:13]([F:12])[cH:19][c:18]([Cl:20])[cH:17][cH:16]2)[CH2:7][CH2:8][CH2:9][CH2:10]1)([OH:6])=[O:11]. Starting materials: S(=O)([O-])S(=O)[O-].[Na+].[Na+] (Sodium dithionite), NC1=NC(=C(C(=N1)O)[N+](=O)[O-])NC(C(CO)=NO)(CC)CC (2-Amino-4-hydroxy-6(1,1-diethyl-3-hydroxy-2-hydroxyiminopropylamino)-5-nitropyrimidine). Run in [OH-].[Na+] (sodium hydroxide). Product: NC1=NC=2NC(C(=NC2C(=N1)O)CO)(CC)CC (2-Amino-4-hydroxy-6-hydroxymethyl-7,7-diethyl- 7,8-dihydropteridine). Procedure: Sodium dithionite was added portionwise to a warm solution of 2-amino-4-hydroxy-6-(1,1-diethyl-3-hydroxy-2-hydroxyiminopropylamino)-5-nitropyrimidine (II) (450 mg) in 0.1M sodium hydroxide until the colour changed from red to very pale yellow. A solid product was not obtained either on cooling or on adjusting the pH. In order to separate the product from inorganic material the solution was evaporated and the product extracted with ethanol and the inorganic material was filtered off. This extract... Isolated yield 2.8%. RXN SMILES: S(S([O-])=O)([O-])=O.[Na+].[Na+].[NH2:9][C:10]1[N:15]=[C:14]([OH:16])[C:13]([N+]([O-])=O)=[C:12]([NH:20][C:21]([CH2:29][CH3:30])([CH2:27][CH3:28])[C:22](=[N:25]O)[CH2:23][OH:24])[N:11]=1>[OH-].[Na+]>[NH2:9][C:10]1[N:15]=[C:14]([OH:16])[C:13]2[N:25]=[C:22]([CH2:23][OH:24])[C:21]([CH2:29][CH3:30])([CH2:27][CH3:28])[NH:20][C:12]=2[N:11]=1 |f:0.1.2,4.5|. Starting materials: BrC=1C(=C(C=2N(C1)C=C(N2)C)C2=CC(=CC=C2)C(F)(F)F)C (6-bromo-2,7-dimethyl-8-(3-trifluoromethyl-phenyl)-imidazo[1,2-a]pyridine), C(CCC)[Sn](C1=CC=NN1C1=CC=C(C#N)C=C1)(CCCC)CCCC (4-(5-tributylstannanyl-pyrazol-1-yl)-benzonitrile). Product: CC=1N=C2N(C=C(C(=C2C2=CC(=CC=C2)C(F)(F)F)C)C2=CC=NN2C2=CC=C(C#N)C=C2)C1 (4-{5-[2,7-Dimethyl-8-(3-trifluoromethyl-phenyl)-imidazo[1,2-a]pyridin-6-yl]-pyrazol-1-yl}-benzonitrile). RXN SMILES: Br[C:2]1[C:3]([CH3:22])=[C:4]([C:12]2[CH:17]=[CH:16][CH:15]=[C:14]([C:18]([F:21])([F:20])[F:19])[CH:13]=2)[C:5]2[N:6]([CH:8]=[C:9]([CH3:11])[N:10]=2)[CH:7]=1.C([Sn](CCCC)(CCCC)[C:28]1[N:32]([C:33]2[CH:40]=[CH:39][C:36]([C:37]#[N:38])=[CH:35][CH:34]=2)[N:31]=[CH:30][CH:29]=1)CCC>>[CH3:11][C:9]1[N:10]=[C:5]2[C:4]([C:12]3[CH:17]=[CH:16][CH:15]=[C:14]([C:18]([F:21])([F:20])[F:19])[CH:13]=3)=[C:3]([CH3:22])[C:2]([C:28]3[N:32]([C:33]4[CH:40]=[CH:39][C:36]([C:37]#[N:38])=[CH:35][CH:34]=4)[N:31]=[CH:30][CH:29]=3)=[CH:7][N:6]2[CH:8]=1. Procedure: The title compound was prepared from 6-bromo-2,7-dimethyl-8-(3-trifluoromethyl-phenyl)-imidazo[1,2-a]pyridine (Int. 8, 50 mg, 0.136 mmol) and 4-(5-tributylstannanyl-pyrazol-1-yl)-benzonitrile (Int. 3, 125 mg, 0.270 mmol) using a similar method to that used in Example 1 (Step 4) (61 mg).